This data is from the Open Reaction Database (ORD), a public repository of structured organic reaction records. The task is: describe an organic reaction: reactants, conditions, products, and yield Reactants: [N+](=O)([O-])C1=CC=C(C=C1)C(C(C)N1CCC(CC1)CC1=CC=CC=C1)(O)N (1-(p-nitrophenyl)-2-(4-benzylpiperidin-1-yl)-1-aminopropan-1-ol), C(#N)[BH3-].[Na+] (sodiumcyanoborohydride), C(C)O (ethanol), [OH-].[NH4+] (ammonium hydroxide). Solvent: Cl (hydrochloric acid), C=O (formaldehyde), C(C)OC(C)=O (ethylacetate). Run at time 1 hour. Product: [N+](=O)([O-])C1=CC=C(C=C1)C(C(CN(C)C)N1CCC(CC1)CC1=CC=CC=C1)O (1-(p-nitro-phenyl)-2- (4-benzylpiperidin-1-yl) -3-dimethylaminopropan-1-ol). Reaction SMILES: [N+:1]([C:4]1[CH:9]=[CH:8][C:7]([C:10](N)([OH:26])[CH:11]([N:13]2[CH2:18][CH2:17][CH:16]([CH2:19][C:20]3[CH:25]=[CH:24][CH:23]=[CH:22][CH:21]=3)[CH2:15][CH2:14]2)[CH3:12])=[CH:6][CH:5]=1)([O-:3])=[O:2].[C:28]([BH3-])#[N:29].[Na+].[OH-].[NH4+].[CH2:34](O)C>Cl.C=O.C(OC(=O)C)C>[N+:1]([C:4]1[CH:9]=[CH:8][C:7]([CH:10]([OH:26])[CH:11]([N:13]2[CH2:18][CH2:17][CH:16]([CH2:19][C:20]3[CH:25]=[CH:24][CH:23]=[CH:22][CH:21]=3)[CH2:15][CH2:14]2)[CH2:12][N:29]([CH3:28])[CH3:34])=[CH:6][CH:5]=1)([O-:3])=[O:2] |f:1.2,3.4|. Reported procedure: To a solution of 3.5 g of (+) threo 1-(p-nitrophenyl)-2-(4-benzylpiperidin-1-yl)-1-aminopropan-1-ol in 35 ml of ethanol and 9 ml of 2 M hydrochloric acid and 5 ml of formaldehyde 40% solution was added portionwise 1.1 g or sodiumcyanoborohydride. After stirring 1 h, the solution was diluted with ethylacetate and basified with a concentrated ammonium hydroxide solution. The organic phase was dried and the solvent removed, affording 3.8 g of (+) threo 1-(p-nitro-phenyl)-2- (4-benzylpiperidin-1-yl)... Starting materials: COCCNC1CCN(C(=O)OC(C)(C)C)CC1, O=C([O-])[O-], CC#N, BrCC1CC1, ClC(Cl)Cl, [K+], [K+]. Yields the product COCCN(CC1CC1)C1CCN(C(=O)OC(C)(C)C)CC1. As a reaction SMILES: [C:1]([CH3:2])([CH3:3])([CH3:4])[O:5][C:6](=[O:7])[N:8]1[CH2:9][CH2:10][CH:11]([NH:14][CH2:15][CH2:16][O:17][CH3:18])[CH2:12][CH2:13]1.[C:24](=[O:25])([O-:26])[O-:27].[CH3:30][C:31]#[N:32].[CH:19]1([CH2:22][Br:23])[CH2:20][CH2:21]1.[CH:33]([Cl:34])([Cl:35])[Cl:36].[K+:28].[K+:29]>>[C:1]([CH3:2])([CH3:3])([CH3:4])[O:5][C:6](=[O:7])[N:8]1[CH2:9][CH2:10][CH:11]([N:14]([CH2:15][CH2:16][O:17][CH3:18])[CH2:22][CH:19]2[CH2:20][CH2:21]2)[CH2:12][CH2:13]1.